Dataset: the Open Reaction Database (ORD), a public repository of structured organic reaction records. Task: describe an organic reaction: reactants, conditions, products, and yield Starting materials: N(=NC(=O)OCC)C(=O)OCC (diethyl azodicarboxylate), C(C)(C)(C)OC(=O)N1C=CC2=C3CC(NC3=CC=C21)C(=O)O (3-[(tert-butyl)oxycarbonyl]pyrrolo[3,2-e]indoline-7-carboxylic acid), [N+](=O)([O-])C1=CC=C(C=C1)CCO (2-(p-nitrophenyl) ethanol), hexanes ethyl acetate, C1(=CC=CC=C1)P(C1=CC=CC=C1)C1=CC=CC=C1 (triphenylphosphine). The solvent is C1CCOC1 (THF), C(C)OCC (ethyl ether). Reaction conditions: temperature 4 celsius. Yields the product [N+](=O)([O-])C1=CC=C(C=C1)CCOC(=O)C1NC2=CC=C3C(=C2C1)C=CN3C(=O)OC(C)(C)C (2-(4-Nitrophenyl)ethyl3-[(tert-butyl)oxycarbonyl]pyrrolo[4,5-e]indoline-7-carboxylate). The yield is 85.0%. RXN SMILES: [C:1]([O:5][C:6]([N:8]1[C:19]2[C:11](=[C:12]3[C:16](=[CH:17][CH:18]=2)[NH:15][CH:14]([C:20]([OH:22])=[O:21])[CH2:13]3)[CH:10]=[CH:9]1)=[O:7])([CH3:4])([CH3:3])[CH3:2].N(C(OCC)=O)=NC(OCC)=O.C1(P(C2C=CC=CC=2)C2C=CC=CC=2)C=CC=CC=1.[N+:54]([C:57]1[CH:62]=[CH:61][C:60]([CH2:63][CH2:64]O)=[CH:59][CH:58]=1)([O-:56])=[O:55]>C(OCC)C.C1COCC1>[N+:54]([C:57]1[CH:62]=[CH:61][C:60]([CH2:63][CH2:64][O:21][C:20]([CH:14]2[CH2:13][C:12]3[C:16](=[CH:17][CH:18]=[C:19]4[N:8]([C:6]([O:5][C:1]([CH3:4])([CH3:2])[CH3:3])=[O:7])[CH:9]=[CH:10][C:11]4=3)[NH:15]2)=[O:22])=[CH:59][CH:58]=1)([O-:56])=[O:55]. Procedure: Ten grams (33.1 mmol) of 3-[(tert-butyl)oxycarbonyl]pyrrolo[3,2-e]indoline-7-carboxylic acid (Boger, et al., J. Org. Chem. 52:1521 (1987)), well dried, are placed into an argon filled flask, and 84 mL of THF and 10.4 mL (66.2 mmol) of diethyl azodicarboxylate (DEAD) are added. A dropping funnel is placed atop the flask (flushed with argon) and a water bath (to cool the flask) is placed under it. A solution of 17.3 g (66 mmol) of triphenylphosphine and 6.64 g (39.7 mmol) of 2-(p-nitrophenyl) etha... Starting materials: FC(C(C(=O)OCC)=O)(F)F (ethyl trifluoropyruvate), CC=CC[Mg]Cl (methylallyl magnesium chloride), C1CCOC1 (THF). Conditions: time 8 hour. Yields the product C(C)OC(C(CC(=C)C)(C(F)(F)F)O)=O (2-hydroxy-4-methyl-2-trifluoromethylpent-4-enoic acid ethyl ester). Yield: 60.0%. RXN SMILES: [F:1][C:2]([F:11])([F:10])[C:3](=[O:9])[C:4]([O:6][CH2:7][CH3:8])=[O:5].C[CH:13]=[CH:14][CH2:15][Mg]Cl.[CH2:18]1COCC1>>[CH2:7]([O:6][C:4](=[O:5])[C:3]([OH:9])([C:2]([F:10])([F:11])[F:1])[CH2:18][C:14]([CH3:15])=[CH2:13])[CH3:8]. Reported procedure: A solution of ethyl trifluoropyruvate (124.84 g, 0.734 mol) in 2.0 L of THF was treated with methylallyl magnesium chloride (0.5 M in THF, 1.90 L, 0.954 mol) over 4 hours while the internal temperature was maintained below −60° C. The reaction mixture was allowed to reach room temperature overnight, concentrated in vacuo to remove THF, quenched with 1 L of saturated ammonium chloride solution, and extracted with three 1 L portions of diethyl ether. The combined organic phases were washed with 10... The product is O1C=CC=2C1=C(N=CC2)N2CCN(CC2)CC[C@@H]2CC[C@H](CC2)NC(CS(=O)(=O)C)=O (trans-N-{4-[2-(4-Furo[2,3-c]pyridin-7-yl-piperazin-1-yl)-ethyl]-cyclohexyl}-2-methanesulfonyl-acetamide). Starting materials: solid, Cl.Cl.Cl.O1C=CC=2C1=C(N=CC2)N2CCN(CC2)CCC2CCC(CC2)N (4-[2-(4-furo[2,3-c]pyridin-7-yl-piperazin-1-yl)-ethyl]-cyclohexylamine trihydrochloride), Cl.Cl.Cl.O1C=CC=2C1=C(N=CC2)N2CCN(CC2)CCC2CCC(CC2)N (4-[2-(4-furo[2,3-c]pyridin-7-yl-piperazin-1-yl)-ethyl]-cyclohexylamine trihydrochloride), CS(=O)(=O)CC(=O)O (2-methanesulfonyl-acetic acid). Reported procedure: The title compound, white solid (72 mg, 80%), MS (ISP) m/z=449.3 [(M+H)+], mp 182° C., was prepared in accordance with the general method of example 6 from 4-[2-(4-furo[2,3-c]pyridin-7-yl-piperazin-1-yl)-ethyl]-cyclohexylamine trihydrochloride (intermediate C) (88 mg, 0.2 mmol) and 2-methanesulfonyl-acetic acid. Reaction SMILES: Cl.Cl.Cl.[O:4]1[C:8]2=[C:9]([N:13]3[CH2:18][CH2:17][N:16]([CH2:19][CH2:20][CH:21]4[CH2:26][CH2:25][CH:24]([NH2:27])[CH2:23][CH2:22]4)[CH2:15][CH2:14]3)[N:10]=[CH:11][CH:12]=[C:7]2[CH:6]=[CH:5]1.[CH3:28][S:29]([CH2:32][C:33](O)=[O:34])(=[O:31])=[O:30]>>[O:4]1[C:8]2=[C:9]([N:13]3[CH2:18][CH2:17][N:16]([CH2:19][CH2:20][C@H:21]4[CH2:26][CH2:25][C@H:24]([NH:27][C:33](=[O:34])[CH2:32][S:29]([CH3:28])(=[O:31])=[O:30])[CH2:23][CH2:22]4)[CH2:15][CH2:14]3)[N:10]=[CH:11][CH:12]=[C:7]2[CH:6]=[CH:5]1 |f:0.1.2.3|. The reactants are [H-].[Al+3].[Li+].[H-].[H-].[H-] (lithium aluminum hydride), C(CC)N1C(=NC(=C1C(=O)OCC)C(=O)OCC)SC (diethyl 1-n-propyl-2-(methylthio)imidazole-4,5-dicarboxylate), [H-] (hydride), [OH-].[Na+] (sodium hydroxide). Run in CCOCC (ether), O (water), O (water), ClCCl (dichloromethane). Run at time 3 hour. Yields the product C(CC)N1C(=NC(=C1CO)CO)SC (1-n-propyl-2-(methylthio)-4,5-bis(hydroxymethyl)imidazole). Isolated yield 48.0%. RXN SMILES: [CH2:1]([N:4]1[C:8]([C:9](OCC)=[O:10])=[C:7]([C:14](OCC)=[O:15])[N:6]=[C:5]1[S:19][CH3:20])[CH2:2][CH3:3].[H-].[Al+3].[Li+].[H-].[H-].[H-].[H-].[OH-].[Na+]>ClCCl.CCOCC.O>[CH2:1]([N:4]1[C:8]([CH2:9][OH:10])=[C:7]([CH2:14][OH:15])[N:6]=[C:5]1[S:19][CH3:20])[CH2:2][CH3:3] |f:1.2.3.4.5.6,8.9|. Procedure: A solution of the above-identified diethyl 1-n-propyl-2-(methylthio)imidazole-4,5-dicarboxylate (23 mmol) in anhydrous dichloromethane (50 mL) was slowly (1 hour) added to a stirred suspension of lithium aluminum hydride (69 mmol) in anhydrous ether (140 mL) at 0.5° C. under nitrogen. The mixture was stirred at 0°-5° C. for 3 hours after the addition was completed, then at ambient temperature for 1 hour. The excess hydride was carefully decomposed by the slow sequential addition of water (2.6 mL... Reactants: COC1=CC=C2CCC(C2=C1)=O (6-methoxy-1-indanone), C1(=CC=CC=C1)[Mg]Br (phenylmagnesium bromide), O (H2O), [NH4+].[Cl-] (NH4Cl). The solvent is C1CCOC1 (THF), CCOCC (Et2O), CCOCC (Et2O). The product is COC1=CC=C2CCC(C2=C1)(O)C1=CC=CC=C1 (6-methoxy-1-phenyl-1-indanol). Reaction SMILES: [C:1]1([Mg]Br)[CH:6]=[CH:5][CH:4]=[CH:3][CH:2]=1.[CH3:9][O:10][C:11]1[CH:19]=[C:18]2[C:14]([CH2:15][CH2:16][C:17]2=[O:20])=[CH:13][CH:12]=1.[NH4+].[Cl-].O>CCOCC.C1COCC1>[CH3:9][O:10][C:11]1[CH:19]=[C:18]2[C:14]([CH2:15][CH2:16][C:17]2([C:1]2[CH:6]=[CH:5][CH:4]=[CH:3][CH:2]=2)[OH:20])=[CH:13][CH:12]=1 |f:2.3|. Procedure: A solution of 3.0 M phenylmagnesium bromide in Et2O (680 mL, 2.04 mole) under argon at ambient temperature was diluted with Et2O (700 mL) with stirring, and a solution of 6-methoxy-1-indanone (277 g, 1.71 mole) in THF (1400 mL) was added dropwise over 1 hr. The reaction mixture was stirred for 2 h at ambient temperature and then was poured with stirring into saturated NH4Cl (2.8 L). H2O (1.4 L) was added, and the organic phase separated. The aqueous phase was extracted with Et2O (2×1 L), and the...